The task is: describe an organic reaction: reactants, conditions, products, and yield. This data is from the Open Reaction Database (ORD), a public repository of structured organic reaction records. The reactants are C(C#CC)OC1=CC=C(C=C1)S(=O)(=O)C1(CCN(CC1)C(=O)C=1SC=CC1)C(=O)OC (Methyl 4-(4-but-2-ynyloxybenzenesulfonyl)-1-(2-thienylcarbonyl)-4-piperidinecarboxylate), [OH-].[Na+] (sodium hydroxide). Solvent: O1CCCC1.CO (tetrahydrofuran methanol). Yields the product C(C#CC)OC1=CC=C(C=C1)S(=O)(=O)C1(CCN(CC1)C(=O)C=1SC=CC1)C(=O)O (4-(4-but-2-ynyloxybenzenesulfonyl)-1-(2-thienylcarbonyl)-4-piperidinecarboxylic acid), acid. Isolated yield 86.0%. Reaction SMILES: [CH2:1]([O:5][C:6]1[CH:11]=[CH:10][C:9]([S:12]([C:15]2([C:28]([O:30]C)=[O:29])[CH2:20][CH2:19][N:18]([C:21]([C:23]3[S:24][CH:25]=[CH:26][CH:27]=3)=[O:22])[CH2:17][CH2:16]2)(=[O:14])=[O:13])=[CH:8][CH:7]=1)[C:2]#[C:3][CH3:4].[OH-].[Na+]>O1CCCC1.CO>[CH2:1]([O:5][C:6]1[CH:11]=[CH:10][C:9]([S:12]([C:15]2([C:28]([OH:30])=[O:29])[CH2:16][CH2:17][N:18]([C:21]([C:23]3[S:24][CH:25]=[CH:26][CH:27]=3)=[O:22])[CH2:19][CH2:20]2)(=[O:14])=[O:13])=[CH:8][CH:7]=1)[C:2]#[C:3][CH3:4] |f:1.2,3.4|. Procedure: 4-(4-but-2-ynyloxybenzenesulfonyl)-1-(2-thienylcarbonyl)-4-piperidinecarboxylic acid was prepared following the procedure of Example 64 (step 5). Starting from Methyl 4-(4-but-2-ynyloxybenzenesulfonyl)-1-(2-thienylcarbonyl)-4-piperidinecarboxylate (435 mg, 0.94 mmol) in 8 ml of tetrahydrofuran:methanol (1:1), and 1N sodium hydroxide (1.89 ml, 1.89 mmol) to obtain 360 mg (86%) of the acid. HR-MS: m/z Calculated for C21H21NO6S2 448.0883; Found 448.0882. Starting materials: CO, CC(Nc1cc(-c2cc3nccn3c(N3CC4CC3CN4)n2)ccn1)c1ccccc1, CCCC=O, ClC(Cl)Cl, ClCCl. The product is CCCCN1CC2CC1CN2c1nc(-c2ccnc(NC(C)c3ccccc3)c2)cc2nccn12. RXN SMILES: [CH3:37][OH:38].[CH:1]12[N:2]([c:8]3[n:9][c:10](-[c:17]4[cH:18][c:19]([NH:23][CH:24]([CH3:25])[c:26]5[cH:27][cH:28][cH:29][cH:30][cH:31]5)[n:20][cH:21][cH:22]4)[cH:11][c:12]4[n:13]3[cH:14][cH:15][n:16]4)[CH2:3][CH:4]([NH:5][CH2:6]1)[CH2:7]2.[CH:32]([CH2:33][CH2:34][CH3:35])=[O:36].[CH:39]([Cl:40])([Cl:41])[Cl:42].[Cl:43][CH2:44][Cl:45]>>[CH:1]12[N:2]([c:8]3[n:9][c:10](-[c:17]4[cH:18][c:19]([NH:23][CH:24]([CH3:25])[c:26]5[cH:27][cH:28][cH:29][cH:30][cH:31]5)[n:20][cH:21][cH:22]4)[cH:11][c:12]4[n:13]3[cH:14][cH:15][n:16]4)[CH2:3][CH:4]([N:5]([CH2:32][CH2:33][CH2:34][CH3:35])[CH2:6]1)[CH2:7]2. The reactants are CO, NC(CCC(=O)O)C(=O)O, O=CC(O)C(O)C(O)C(O)C(=O)O, O. Product: O=C(O)CCC(NCC(O)C(O)C(O)C(O)C(=O)O)C(=O)O. As a reaction SMILES: [CH3:24][OH:25].[NH2:14][CH:15]([CH2:16][CH2:17][C:18](=[O:19])[OH:20])[C:21](=[O:22])[OH:23].[O:1]=[CH:2][CH:3]([OH:4])[CH:5]([OH:6])[CH:7]([OH:8])[CH:9]([OH:10])[C:11](=[O:12])[OH:13].[OH2:26]>>[CH2:2]([CH:3]([OH:4])[CH:5]([OH:6])[CH:7]([OH:8])[CH:9]([OH:10])[C:11](=[O:12])[OH:13])[NH:14][CH:15]([CH2:16][CH2:17][C:18](=[O:19])[OH:20])[C:21](=[O:22])[OH:23]. RXN SMILES: [CH:1]([C:3]1[S:7][C:6]([O:8][C:9]2[CH:17]=[CH:16][C:12]([C:13]([NH2:15])=[O:14])=[CH:11][CH:10]=2)=[CH:5][CH:4]=1)=O.[CH3:18][CH:19]([CH3:23])[CH2:20][CH2:21][NH2:22].C([O-])([O-])OC.[BH4-].[Na+]>CO>[CH3:18][CH:19]([CH3:23])[CH2:20][CH2:21][NH:22][CH2:1][C:3]1[S:7][C:6]([O:8][C:9]2[CH:17]=[CH:16][C:12]([C:13]([NH2:15])=[O:14])=[CH:11][CH:10]=2)=[CH:5][CH:4]=1 |f:3.4|. Product: CC(CCNCC1=CC=C(S1)OC1=CC=C(C(=O)N)C=C1)C (4-{5-[(3-Methyl-butylamino)-methyl]-thiophen-2-yloxy}-benzamide). The solvent is CO (methanol). Conditions: time 3 hour. Reactants: C(=O)C1=CC=C(S1)OC1=CC=C(C(=O)N)C=C1 (4-(5-Formyl-thiophen-2-yloxy)-benzamide), [BH4-].[Na+] (sodium borohydride), CC(CCN)C (3-methyl-butylamine), C(OC)([O-])[O-] (methyl orthoformate). Procedure details: Combine 4-(5-formyl-thiophen-2-yloxy)-benzamide (99 mg, 0.40 mmol) from Example 1 part B, method B, with 3-methyl-butylamine (0.056 mL, 0.48 mmol), methyl orthoformate (0.53 mL) and methanol (0.8 mL). Stir the resulting mixture for 3 hours and then add sodium borohydride in portions. Let stir for few hours. Then, concentrate to remove the methanol. Partition the resulting residue between H2O (4 mL) and CH2Cl2 (6 ml). Dry the organic layer over sodium sulfate, filter and concentrate. Purify throu... The reactants are C1(=CC=C(C=C1)S(=O)(=O)O)C (p-toluenesulfonic acid), OC1=CC(=C(C=O)C=C1)OC (4-hydroxy-2-methoxybenzaldehyde), C1(=CC=CC=C1)S(=O)(=O)N (benzenesulfonamide), C1(=CC=CC=C1)C (toluene). The solvent is O (water), O (water). Product: OC1=CC(=C(C=C1)C=NS(=O)(=O)C1=CC=CC=C1)OC (N-[(4-hydroxy-2-methoxyphenyl)methylidene]benzenesulfonamide). As a reaction SMILES: [OH:1][C:2]1[CH:9]=[CH:8][C:5]([CH:6]=O)=[C:4]([O:10][CH3:11])[CH:3]=1.[C:12]1([S:18]([NH2:21])(=[O:20])=[O:19])[CH:17]=[CH:16][CH:15]=[CH:14][CH:13]=1.C1(C)C=CC=CC=1.C1(C)C=CC(S(O)(=O)=O)=CC=1>O>[OH:1][C:2]1[CH:9]=[CH:8][C:5]([CH:6]=[N:21][S:18]([C:12]2[CH:17]=[CH:16][CH:15]=[CH:14][CH:13]=2)(=[O:20])=[O:19])=[C:4]([O:10][CH3:11])[CH:3]=1. Procedure details: An equimolar mixture of 27.4 g (0.18 mol) 4-hydroxy-2-methoxybenzaldehyde and 28.3 g (0.18 mol) benzenesulfonamide was placed into toluene. 100 mg p-toluenesulfonic acid was added as a catalyst. The mixture was then heated under reflux on a water separator until the theoretically calculated quantity of water had separated. After cooling to room temperature, the precipitated solid was filtered off and dried under vacuum. Yield: 43.0 g (78.9%). Reactants: C(CCC)(=O)C1C(CC(CC1=O)C1OC(CC(C1C)CC)OCC(C)C)=O (2-butyryl-5-(3-methyl-4-ethyl-6-isobutoxytetrahydropyran-2-yl)-cyclohexane-1,3-dione), Cl.ClC=CCON (O-(3-chloroallyl)-hydroxylamine hydrochloride), ice water. Run in C(C)O (ethanol), C(C)(=O)[O-].[Na+] (sodium acetate). The product is 11.1, ClC=CCONCCCC=C1C(CC(CC1=O)C1OC(CC(C1C)CC)OCC(C)C)=O (2-(3-chloroallyloxyaminobutylidene)-5-(3-methyl-4-ethyl-6-isobutoxytetrahydropyran-2-yl)-cyclohexane-1,3-dione). Reaction SMILES: [C:1]([CH:6]1[C:11](=[O:12])[CH2:10][CH:9]([CH:13]2[CH:18]([CH3:19])[CH:17]([CH2:20][CH3:21])[CH2:16][CH:15]([O:22][CH2:23][CH:24]([CH3:26])[CH3:25])[O:14]2)[CH2:8][C:7]1=[O:27])(=O)[CH2:2][CH2:3][CH3:4].Cl.[Cl:29][CH:30]=[CH:31][CH2:32][O:33][NH2:34]>C(O)C.C([O-])(=O)C.[Na+]>[Cl:29][CH:30]=[CH:31][CH2:32][O:33][NH:34][CH2:4][CH2:3][CH2:2][CH:1]=[C:6]1[C:7](=[O:27])[CH2:8][CH:9]([CH:13]2[CH:18]([CH3:19])[CH:17]([CH2:20][CH3:21])[CH2:16][CH:15]([O:22][CH2:23][CH:24]([CH3:26])[CH3:25])[O:14]2)[CH2:10][C:11]1=[O:12] |f:1.2,4.5|. Procedure: 10.2 parts by weight of 2-butyryl-5-(3-methyl-4-ethyl-6-isobutoxytetrahydropyran-2-yl)-cyclohexane-1,3-dione were dissolved in 100 parts by volume of ethanol, and 2.42 parts by weight of sodium acetate and 3.86 parts by weight of O-(3-chloroallyl)-hydroxylamine hydrochloride were added. The mixture was stirred for several hours at room temperature and then poured into ice-water, and the resulting mixture was extracted with methylene chloride. The methylene chloride phase was evaporated off, leav... The reactants are IC (iodomethane), IC (iodomethane), [Mg] (magnesium), ketone, Grignard reagent, COC=1C=C(C(=O)C2=CC(=CC=C2)OC)C=CC1 (3,3′-dimethoxybenzophenone), ketone, IC (iodomethane), II (iodine). Run in CCOCC (ether), CCOCC (ether), CCOCC (ether). The product is COC=1C=C(C=CC1)C(C)(O)C1=CC(=CC=C1)OC (1,1-bis-(3-Methoxyphenyl)ethanol). As a reaction SMILES: [Mg].I[CH3:3].II.[CH3:6][O:7][C:8]1[CH:9]=[C:10]([CH:21]=[CH:22][CH:23]=1)[C:11]([C:13]1[CH:18]=[CH:17][CH:16]=[C:15]([O:19][CH3:20])[CH:14]=1)=[O:12]>CCOCC>[CH3:20][O:19][C:15]1[CH:14]=[C:13]([C:11]([C:10]2[CH:21]=[CH:22][CH:23]=[C:8]([O:7][CH3:6])[CH:9]=2)([OH:12])[CH3:3])[CH:18]=[CH:17][CH:16]=1. Reported procedure: A dry 100 mL three-necked, round-bottomed flask equipped with magnetic stirring, reflux condenser, nitrogen bubbler and thermometer is charged with 0.73 g (30 mgat) of magnesium shavings and ca. 1 mL of dry ether. 4.5 g (30 mmoles) of iodomethane as a solution in ca 5 mL of ether are placed in a pressure equilibrated dropping funnel. The funnel is mounted in the central neck of the flask. A small crystal of iodine is dropped in the flask followed by about 1 mL of the iodomethane solution. When t... Starting materials: O=C(c1ccc(Br)cc1F)N(CCO)Cc1ccccc1, CN(C)C=O, O. Product: O=C1c2ccc(Br)cc2OCCN1Cc1ccccc1. As a reaction SMILES: [CH2:1]([c:2]1[cH:3][cH:4][cH:5][cH:6][cH:7]1)[N:8]([C:9]([c:10]1[c:11]([F:17])[cH:12][c:13]([Br:16])[cH:14][cH:15]1)=[O:18])[CH2:19][CH2:20][OH:21].[CH3:23][N:24]([CH3:25])[CH:26]=[O:27].[OH2:22]>>[CH2:1]([c:2]1[cH:3][cH:4][cH:5][cH:6][cH:7]1)[N:8]1[C:9](=[O:18])[c:10]2[c:11]([cH:12][c:13]([Br:16])[cH:14][cH:15]2)[O:21][CH2:20][CH2:19]1. Run in C(Cl)Cl (methylene chloride). RXN SMILES: [Cl-].[Al+3].[Cl-].[Cl-].[CH:5]1([C:11]2[CH:16]=[CH:15][CH:14]=[CH:13][CH:12]=2)[CH2:10][CH2:9][CH2:8][CH2:7][CH2:6]1.[C:17](Cl)(=[O:24])[C:18]1[CH:23]=[CH:22][CH:21]=[CH:20][CH:19]=1>C(Cl)Cl>[CH:11]1([C:5]2[CH:6]=[CH:7][C:8]([C:17]([C:18]3[CH:23]=[CH:22][CH:21]=[CH:20][CH:19]=3)=[O:24])=[CH:9][CH:10]=2)[CH2:12][CH2:13][CH2:14][CH2:15][CH2:16]1 |f:0.1.2.3|. Run at time 15 hour. Isolated yield 75.0%. Procedure details: 67 g (0.5 mol) of aluminium chloride are added in portions to a mixture of 80 g (0.5 mol) of cyclohexylbenzene 70 g (0.5 mol) of benzoyl chloride and 500 ml of methylene chloride at room temperature. After 15 hours, the reaction mixture is poured onto ice/hydrochloric acid. The organic phase is washed with water until neutral, dried over sodium sulphate and evaporated. The crude product is purified by distillation. 93.3 g (75% of theory) of 4-cyclohexylbenzophenone of boiling point 160° to 175° ... Starting materials: [Cl-].[Al+3].[Cl-].[Cl-] (aluminium chloride), C1(CCCCC1)C1=CC=CC=C1 (cyclohexylbenzene), C(C1=CC=CC=C1)(=O)Cl (benzoyl chloride). The product is C1(CCCCC1)C1=CC=C(C(=O)C2=CC=CC=C2)C=C1 (4-cyclohexylbenzophenone).